Dataset: the Open Reaction Database (ORD), a public repository of structured organic reaction records. Task: describe an organic reaction: reactants, conditions, products, and yield Reactants: C(C)#N (acetonitrile), N(=O)OC(C)(C)C (t-butyl nitrite), NC=1C=2N(C(=CC1)Cl)N=C(N2)SCC2=CC=CC=C2 (8-amino-2-benzylthio-5-chloro[1,2,4]triazolo[1,5-a]pyridine), ClCCl (dichloromethane). Reagents/catalysts: [Cu]Cl (copper(I) chloride). The solvent is Cl (hydrochloric acid). Product: C(C1=CC=CC=C1)SC1=NN2C(C(=CC=C2Cl)Cl)=N1 (2-Benzylthio-5,8-dichloro[1,2,4]triazolo[1,5-a]pyridine). Reaction SMILES: C(#N)C.N(OC(C)(C)C)=O.N[C:12]1[C:13]2[N:14]([N:19]=[C:20]([S:22][CH2:23][C:24]3[CH:29]=[CH:28][CH:27]=[CH:26][CH:25]=3)[N:21]=2)[C:15]([Cl:18])=[CH:16][CH:17]=1.[Cl:30]CCl>Cl.[Cu]Cl>[CH2:23]([S:22][C:20]1[N:21]=[C:13]2[C:12]([Cl:30])=[CH:17][CH:16]=[C:15]([Cl:18])[N:14]2[N:19]=1)[C:24]1[CH:29]=[CH:28][CH:27]=[CH:26][CH:25]=1. Reported procedure: A mixture of 9.9 g (0.10 mol) of copper(I) chloride with 300 mL of acetonitrile was prepared and 8.7 mL (6.8 g 0.066 mol) of 90 percent t-butyl nitrite was added with stirring. After 10 min 9.5 g (0.033 mol) of 8-amino-2-benzylthio-5-chloro[1,2,4]triazolo[1,5-a]pyridine was added and the reaction mixture was allowed to react with stirring for 3 days. The mixture was then diluted with dichloromethane and 2N aqueous hydrochloric acid, and after mixing this well, the phases were separated. The orga... Reactants: C(C1=CC=CC=C1)OC=1C(=CC(=C(C1)C(=O)C1=CC=C(C=C1)C)Br)OC ((5-Benzyloxy-2-bromo-4-methoxyphenyl)p-tolylmethanone), [Cu]C#N (copper(I)cyanide), CN1C(CCC1)=O (1-methyl-2-pyrrolidinone), N (ammonia). Run in O (water), C(C)(=O)OCC (ethyl acetate), O (Water). Conditions: temperature 200 celsius. Yields the product C(C1=CC=CC=C1)OC1=CC(=C(C#N)C=C1OC)C(C1=CC=C(C=C1)C)=O (4-Benzyloxy-5-methoxy-2-(4-methylbenzoyl)benzonitrile). Yield: 112.0%. Reaction SMILES: [CH2:1]([O:8][C:9]1[C:10]([O:25][CH3:26])=[CH:11][C:12](Br)=[C:13]([C:15]([C:17]2[CH:22]=[CH:21][C:20]([CH3:23])=[CH:19][CH:18]=2)=[O:16])[CH:14]=1)[C:2]1[CH:7]=[CH:6][CH:5]=[CH:4][CH:3]=1.[Cu][C:28]#[N:29].CN1CCCC1=O.N>O.C(OCC)(=O)C>[CH2:1]([O:8][C:9]1[C:10]([O:25][CH3:26])=[CH:11][C:12]([C:28]#[N:29])=[C:13]([C:15](=[O:16])[C:17]2[CH:22]=[CH:21][C:20]([CH3:23])=[CH:19][CH:18]=2)[CH:14]=1)[C:2]1[CH:7]=[CH:6][CH:5]=[CH:4][CH:3]=1. Procedure: A mixture of (5-benzyloxy-2-bromo-4-methoxyphenyl)-p-tolylmethanone (reference example 10-1) (1.11 g), copper(I)cyanide (967 mg) and 1-methyl-2-pyrrolidinone (2 mL) was irradiated with microwave to heat at 200° C. for 10 min while stirring. Water, a 28% ammonia in water and ethyl acetate were added. The separated organic layer was dried over anhydrous magnesium sulfate, and concentrated under reduced pressure. The residue was triturated with diethyl ether to give the title compound (1.08 g). Starting materials: Cl.C[NH+](C)C.C(C(=C)C)(=O)N (methacrylamide trimethylammonium hydrochloride), C1CCCCC1 (cyclohexane), S(=O)(=O)([O-])OOS(=O)(=O)[O-].[NH4+].[NH4+] (ammonium persulfate), OC[C@H](O)[C@@H](O)[C@H](O)[C@H](O)CO (sorbitol), C(NC(C=C)=O)NC(C=C)=O (N,N′-methylenebisacrylamide). Run in O (water), O (water), [O-2].[Ti+4].[O-2] (titanium oxide). Yields the product CCCCCCCCCCCCCCCCCC(=O)OCC([C@@H]1[C@H]([C@@H](CO1)O)O)O (Sorgen 50). As a reaction SMILES: Cl.C[NH+](C)C.[C:6](N)(=[O:10])[C:7](C)=[CH2:8].S(OOS([O-])(=O)=O)([O-])(=O)=O.[NH4+].[NH4+].C(N[C:31](=O)[CH:32]=[CH2:33])NC(=O)C=C.O[CH2:36][C@@H:37]([C@H:39]([C@@H:41]([C@@H:43]([CH2:45][OH:46])[OH:44])[OH:42])[OH:40])[OH:38].[CH2:47]1[CH2:52][CH2:51][CH2:50][CH2:49][CH2:48]1>O.[O-2].[Ti+4].[O-2]>[CH3:36][CH2:37][CH2:39][CH2:41][CH2:43][CH2:45][CH2:47][CH2:52][CH2:51][CH2:50][CH2:49][CH2:48][CH2:31][CH2:32][CH2:33][CH2:8][CH2:7][C:6]([O:46][CH2:45][CH:43]([OH:44])[C@H:41]1[O:42][CH2:36][C@@H:37]([OH:38])[C@@H:39]1[OH:40])=[O:10] |f:0.1.2,3.4.5,10.11.12|. Procedure details: 20.0 parts by weight of methacrylamide trimethylammonium hydrochloride as a main monomer of a polymer gel for a light scattering member was added to 33 parts by weight of distilled water. A solution formed by dissolving 0.1 part by weight of ammonium persulfate in 2 parts by weight of distilled water, 10.0 parts by weight of titanium oxide having an average diameter of 0.2 μm (refractive index: 2.7) as a light scattering material and 0.1 part by weight of N,N′-methylenebisacrylamide as a crossli... Reactants: CC1=NC=C(C(=O)OC)C=C1 (Methyl 6-methylnicotinate), CO (methanol). Reagents/catalysts: [Pd] (Pd/C). The solvent is C(C)(=O)O (acetic acid). Reaction conditions: time 15 hour. Yields the product CC1CCC(CN1)C(=O)OC (Methyl 6-methylpiperidine-3-carboxylate). As a reaction SMILES: [CH3:1][C:2]1[CH:11]=[CH:10][C:5]([C:6]([O:8][CH3:9])=[O:7])=[CH:4][N:3]=1.CO>[Pd].C(O)(=O)C>[CH3:1][CH:2]1[NH:3][CH2:4][CH:5]([C:6]([O:8][CH3:9])=[O:7])[CH2:10][CH2:11]1. Reported procedure: Methyl 6-methylnicotinate (4.9 g, 32.4 mmol) was combined with 10% Pd/C (wet, 2.5 g), methanol (40 mL) and acetic acid (50 mL) and hydrogenated at 40° C., (50 psi) for 15 hours. The mixture was filtered through a pad of Celite, washed with methanol, and concentrated under reduced pressure. The residue was co-evaporated with 80 mL of toluene and then with 50 mL of methanol. The residue was partitioned between 40 mL of dichloromethane and 20 mL of saturated K2CO3. The aqueous layer was extracted w... Starting materials: ClCCl, COCCN(Cc1ccc(-c2cc3nccc(Oc4ccc(NC(N)=O)cc4F)c3s2)nc1)C(=O)OC(C)(C)C, O=C(O)C(F)(F)F. The product is COCCNCc1ccc(-c2cc3nccc(Oc4ccc(NC(N)=O)cc4F)c3s2)nc1. RXN SMILES: [Cl:48][CH2:49][Cl:50].[F:1][c:2]1[c:3]([O:4][c:5]2[c:6]3[c:7]([n:8][cH:9][cH:10]2)[cH:11][c:12](-[c:14]2[cH:15][cH:16][c:17]([CH2:20][N:21]([C:22](=[O:23])[O:24][C:25]([CH3:26])([CH3:27])[CH3:28])[CH2:29][CH2:30][O:31][CH3:32])[cH:18][n:19]2)[s:13]3)[cH:33][cH:34][c:35]([NH:37][C:38](=[O:39])[NH2:40])[cH:36]1.[F:41][C:42]([F:43])([F:44])[C:45]([OH:46])=[O:47]>>[F:1][c:2]1[c:3]([O:4][c:5]2[c:6]3[c:7]([n:8][cH:9][cH:10]2)[cH:11][c:12](-[c:14]2[cH:15][cH:16][c:17]([CH2:20][NH:21][CH2:29][CH2:30][O:31][CH3:32])[cH:18][n:19]2)[s:13]3)[cH:33][cH:34][c:35]([NH:37][C:38](=[O:39])[NH2:40])[cH:36]1. The reactants are C(C)OC(C)OC1=CC(=CC=C1)OC (1-(1-ethoxyethoxy)-3-methoxybenzene), C(C)(C)N(C(C)C)CC (N,N-diisopropylethylamine), C(CCC)[Li] (n-butyllithium), BrCC(=O)OCC (ethyl bromoacetate). The reagents and catalysts are [Cu]I (copper (I) iodide). The product is C(C)OC(C)OC1=C(C(=CC=C1)OC)CC(=O)OCC (ethyl [2-(1-ethoxyethoxy)-6-methoxyphenyl]acetate). Isolated yield 96.0%. RXN SMILES: [CH2:1]([O:3][CH:4]([O:6][C:7]1[CH:12]=[CH:11][CH:10]=[C:9]([O:13][CH3:14])[CH:8]=1)[CH3:5])[CH3:2].C([Li])CCC.Br[CH2:21][C:22]([O:24][CH2:25][CH3:26])=[O:23].C(N(CC)C(C)C)(C)C>[Cu]I>[CH2:1]([O:3][CH:4]([O:6][C:7]1[CH:12]=[CH:11][CH:10]=[C:9]([O:13][CH3:14])[C:8]=1[CH2:21][C:22]([O:24][CH2:25][CH3:26])=[O:23])[CH3:5])[CH3:2]. Procedure: 854.0 g of 1-(1-ethoxyethoxy)-3-methoxybenzene (content: 717.4 g (3.66 mol)) was put into a 20 L reactor under a nitrogen atmosphere and rinsed in with 7174 mL of tetrahydrofuran and the mixture was stirred. A coolant which was set to 4° C. was circulated through the jacket of the reactor and 1156 g (4.41 mol) of n-butyllithium [2.71 M, n-hexane solution] was added dropwise for 41 minutes, and the reaction mixture was stirred at the same temperature for about 1.5 hours. The coolant temperature w... Starting materials: CO, Cl, CS(=O)c1c(C=O)nn(-c2c(Cl)cc(C(F)(F)F)cc2Cl)c1N, NO, c1ccncc1. Yields the product CS(=O)c1c(C=NO)nn(-c2c(Cl)cc(C(F)(F)F)cc2Cl)c1N. RXN SMILES: [CH3:33][OH:34].[ClH:24].[NH2:1][c:2]1[c:3]([S:21](=[O:22])[CH3:23])[c:4]([CH:19]=[O:20])[n:5][n:6]1-[c:7]1[c:8]([Cl:18])[cH:9][c:10]([C:14]([F:15])([F:16])[F:17])[cH:11][c:12]1[Cl:13].[NH2:25][OH:26].[cH:27]1[cH:28][cH:29][n:30][cH:31][cH:32]1>>[NH2:1][c:2]1[c:3]([S:21](=[O:22])[CH3:23])[c:4]([CH:19]=[N:25][OH:26])[n:5][n:6]1-[c:7]1[c:8]([Cl:18])[cH:9][c:10]([C:14]([F:15])([F:16])[F:17])[cH:11][c:12]1[Cl:13]. Starting materials: NN1C(C2=CC=CC=C2C(=N1)C1=CC=C(C=C1)Cl)=O (2-amino-4-(4-chlorophenyl)phthalazin-1(2H)-one), ClC1=C(C=C(C=C1)CC(=O)Cl)F (2-(4-chloro-3-fluorophenyl)acetyl chloride). The product is ClC1=C(C=C(C=C1)CC(=O)NN1C(C2=CC=CC=C2C(=N1)C1=CC=C(C=C1)Cl)=O)F (2-(4-chloro-3-fluorophenyl)-N-[4-(4-chlorophenyl)-1-oxophthalazin-2(1H)-yl]acetamide). Reaction SMILES: [NH2:1][N:2]1[N:11]=[C:10]([C:12]2[CH:17]=[CH:16][C:15]([Cl:18])=[CH:14][CH:13]=2)[C:9]2[C:4](=[CH:5][CH:6]=[CH:7][CH:8]=2)[C:3]1=[O:19].[Cl:20][C:21]1[CH:26]=[CH:25][C:24]([CH2:27][C:28](Cl)=[O:29])=[CH:23][C:22]=1[F:31]>>[Cl:20][C:21]1[CH:26]=[CH:25][C:24]([CH2:27][C:28]([NH:1][N:2]2[N:11]=[C:10]([C:12]3[CH:17]=[CH:16][C:15]([Cl:18])=[CH:14][CH:13]=3)[C:9]3[C:4](=[CH:5][CH:6]=[CH:7][CH:8]=3)[C:3]2=[O:19])=[O:29])=[CH:23][C:22]=1[F:31]. Procedure details: The product from Example 86A and 2-(4-chloro-3-fluorophenyl)acetyl chloride were treated using a method similar to that described in Example 1C to give the title compound. 1H NMR (300 MHz, DMSO-d6) δ ppm 11.70-11.79 (m, 1H), 8.39-8.44 (m, 1H), 7.88-8.05 (m, 2H), 7.71-7.76 (m, 1H), 7.63 (s, 4H), 7.57 (t, J=8.1 Hz, 1H), 7.44 (dd, J=10.5, 1.9 Hz, 1H), 7.25 (dd, J=8.3, 1.9 Hz, 1H), 3.75 (s, 2H); MS (ESI+) M/Z 442 (M+H)+.